Dataset: the Open Reaction Database (ORD), a public repository of structured organic reaction records. Task: describe an organic reaction: reactants, conditions, products, and yield Starting materials: CC(=O)OC(C)=O, CC(CC=NO)CCC1CCCC1. Product: CC(CC#N)CCC1CCCC1. As a reaction SMILES: [CH3:14][C:15]([O:16][C:17](=[O:18])[CH3:19])=[O:20].[CH:1]1([CH2:6][CH2:7][CH:8]([CH2:9][CH:10]=[N:11][OH:12])[CH3:13])[CH2:2][CH2:3][CH2:4][CH2:5]1>>[CH:1]1([CH2:6][CH2:7][CH:8]([CH2:9][C:10]#[N:11])[CH3:13])[CH2:2][CH2:3][CH2:4][CH2:5]1. The reactants are BrC=1C=NC=C2C=CC=NC12 (8-bromo-[1,6]naphthyridine), N1=C(C=CC=C1)C=1C(=C2N(N1)CCC2)B(O)O (2-(pyridin-2-yl)-5,6-dihydro-4H-pyrrolo[1,2-b]pyrazole-3-boronic acid), P(=O)([O-])([O-])[O-].[K+].[K+].[K+] (potasium phosphate), CN(C)C=O (DMF). Reagents/catalysts: C=1C=CC(=CC1)[P](C=2C=CC=CC2)(C=3C=CC=CC3)[Pd]([P](C=4C=CC=CC4)(C=5C=CC=CC5)C=6C=CC=CC6)([P](C=7C=CC=CC7)(C=8C=CC=CC8)C=9C=CC=CC9)[P](C=1C=CC=CC1)(C=1C=CC=CC1)C=1C=CC=CC1 (tetrakis(triphenylphosphine)palladium(0)). Solvent: O (water), O (water). Run at temperature 60 celsius. The product is N1=C(C=CC=C1)C=1C(=C2N(N1)CCC2)C=2C=NC=C1C=CC=NC21 (8-(2-Pyridin-2-yl-5,6-dihydro-4H-pyrrolo[1,2-b]pyrazol-3-yl)-[1,6]naphthyridine). Yield: 65.1%. As a reaction SMILES: Br[C:2]1[CH:3]=[N:4][CH:5]=[C:6]2[C:11]=1[N:10]=[CH:9][CH:8]=[CH:7]2.[N:12]1[CH:17]=[CH:16][CH:15]=[CH:14][C:13]=1[C:18]1[C:19](B(O)O)=[C:20]2[CH2:25][CH2:24][CH2:23][N:21]2[N:22]=1.P([O-])([O-])([O-])=O.[K+].[K+].[K+].CN(C=O)C>O.C1C=CC([P]([Pd]([P](C2C=CC=CC=2)(C2C=CC=CC=2)C2C=CC=CC=2)([P](C2C=CC=CC=2)(C2C=CC=CC=2)C2C=CC=CC=2)[P](C2C=CC=CC=2)(C2C=CC=CC=2)C2C=CC=CC=2)(C2C=CC=CC=2)C2C=CC=CC=2)=CC=1>[N:12]1[CH:17]=[CH:16][CH:15]=[CH:14][C:13]=1[C:18]1[C:19]([C:2]2[CH:3]=[N:4][CH:5]=[C:6]3[C:11]=2[N:10]=[CH:9][CH:8]=[CH:7]3)=[C:20]2[CH2:25][CH2:24][CH2:23][N:21]2[N:22]=1 |f:2.3.4.5,^1:46,48,67,86|. Procedure details: Add 8-bromo-[1,6]naphthyridine (Spec; 32 mg, 0.152 mmol), 2-(pyridin-2-yl)-5,6-dihydro-4H-pyrrolo[1,2-b]pyrazole-3-boronic acid (Preparation 5; 35 mg, 0.153 mmol), and potasium phosphate (97 mg, 0.458 mmol) to DMF (1 mL) and water (0.5 mL). De-gas the solution with argon and add tetrakis(triphenylphosphine)palladium(0) (88 mg, 0.076 mol). Heat the mixture at 60° C. for 18 h under an argon atmosphere. Cool the mixture to room temperature and dilute with water. Filter the mixture, and separate the... The reactants are [H-].[Al+3].[Li+].[H-].[H-].[H-] (lithium aluminum hydride), COC(\C=C\C1=CC(=C(C=C1)OC)N)=O ((E)-3-(3-amino-4-methoxy-phenyl)-acrylic acid methyl ester). Solvent: O1CCCC1 (tetrahydrofuran). Conditions: time 15 minute. The product is NC=1C=C(C=CC1OC)/C=C/CO ((E)-3-(3-amino-4-methoxy-phenyl)-prop-2-en-1-ol). The yield is 26.0%. RXN SMILES: [H-].[Al+3].[Li+].[H-].[H-].[H-].C[O:8][C:9](=O)/[CH:10]=[CH:11]/[C:12]1[CH:17]=[CH:16][C:15]([O:18][CH3:19])=[C:14]([NH2:20])[CH:13]=1>O1CCCC1>[NH2:20][C:14]1[CH:13]=[C:12](/[CH:11]=[CH:10]/[CH2:9][OH:8])[CH:17]=[CH:16][C:15]=1[O:18][CH3:19] |f:0.1.2.3.4.5|. Procedure details: A solution of lithium aluminum hydride (1 M in THF, 4 mL) was added at 0° C. to a solution of (E)-3-(3-amino-4-methoxy-phenyl)-acrylic acid methyl ester (400 mg) in tetrahydrofuran (10 mL) and the resulting mixture was stirred for 15 minutes. The reaction mixture was then quenched by addition of a saturated aqueous solution of ammonium chloride, the resulting mixture was filtered and the filter cake was washed with ethyl acetate. The filtrate was separated and the organic layer was dried over an... Reactants: CC(=O)O[Pd]OC(C)=O, C1CCNC1, CC(C)(C)[O-], CCOC(=O)CC1CCc2c1[nH]c1ccc(OCc3ccc(Cl)c(C(F)(F)F)c3)cc21, [Na+], C1COCCO1, CC(C)(C)P(c1ccccc1-c1ccccc1)C(C)(C)C. The product is CCOC(=O)CC1CCc2c1[nH]c1ccc(OCc3ccc(N4CCCC4)c(C(F)(F)F)c3)cc21. Reaction SMILES: [C:70]([O:71][Pd:72][O:73][C:74](=[O:75])[CH3:76])(=[O:77])[CH3:78].[CH2:32]1[CH2:33][CH2:34][NH:35][CH2:36]1.[CH3:58][C:59]([O-:60])([CH3:61])[CH3:62].[Cl:1][c:2]1[c:3]([C:28]([F:29])([F:30])[F:31])[cH:4][c:5]([CH2:6][O:7][c:8]2[cH:9][c:10]3[c:11]4[c:12]([nH:13][c:14]3[cH:15][cH:16]2)[CH:17]([CH2:20][C:21](=[O:22])[O:23][CH2:24][CH3:25])[CH2:18][CH2:19]4)[cH:26][cH:27]1.[Na+:63].[O:64]1[CH2:65][CH2:66][O:67][CH2:68][CH2:69]1.[c:37]1(-[c:38]2[cH:39][cH:40][cH:41][cH:42][cH:43]2)[cH:44][cH:45][cH:46][cH:47][c:48]1[P:49]([C:50]([CH3:51])([CH3:52])[CH3:53])[C:54]([CH3:55])([CH3:56])[CH3:57]>>[c:2]1([N:35]2[CH2:34][CH2:33][CH2:32][CH2:36]2)[c:3]([C:28]([F:29])([F:30])[F:31])[cH:4][c:5]([CH2:6][O:7][c:8]2[cH:9][c:10]3[c:11]4[c:12]([nH:13][c:14]3[cH:15][cH:16]2)[CH:17]([CH2:20][C:21](=[O:22])[O:23][CH2:24][CH3:25])[CH2:18][CH2:19]4)[cH:26][cH:27]1. Starting materials: CI (methyl iodide), C(CCC)[Li] (n-Butyllithium), solution, CC1(N=C(OC1)C1=CC=C(C=C1)C(C)C)C (4,5-Dihydro4,4-dimethyl-2-[4-[1-methylethyl]phenyl]oxazole). Solvent: hexanes, O1CCCC1 (tetrahydrofuran). Reaction conditions: time 2 hour. Product: CC1(N=C(OC1)C1=C(C=C(C=C1)C(C)C)C)C (4,5-Dihydro-4,4-dimethyl-2-[2-methyl-4-[1-methylethyl]phenyl]oxazole). As a reaction SMILES: [CH2:1]([Li])CCC.[CH3:6][C:7]1([CH3:21])[CH2:11][O:10][C:9]([C:12]2[CH:17]=[CH:16][C:15]([CH:18]([CH3:20])[CH3:19])=[CH:14][CH:13]=2)=[N:8]1.CI>O1CCCC1>[CH3:6][C:7]1([CH3:21])[CH2:11][O:10][C:9]([C:12]2[CH:17]=[CH:16][C:15]([CH:18]([CH3:19])[CH3:20])=[CH:14][C:13]=2[CH3:1])=[N:8]1. Procedure details: n-Butyllithium (52.8 ml of a 2.5M solution in hexanes) was added dropwise to a stirred solution of the product of step (i) (27.6 g) in tetrahydrofuran (100 ml)at -20° C. After 2 hours methyl iodide (85.3 g) was added and the mixture was stirred for 2 hours at this temperature then 0.5 hours at room temperature. The reaction mixture was partitioned between brine and ethyl acetate. The aqueous solution was extracted with ethyl acetate. The organic solution was dried (MgSO4) and evaporated under re... Starting materials: CC[N+](CC)(CC)Cc1ccccc1, ClC(Cl)Cl, [Cl-], C=C(C)COc1cc(Cl)ncn1, [Na+], [OH-], O. Yields the product CC1(COc2cc(Cl)ncn2)CC1(Cl)Cl. As a reaction SMILES: [CH2:21]([N+:22]([CH2:23][CH3:24])([CH2:25][CH3:26])[CH2:27][CH3:28])[c:29]1[cH:30][cH:31][cH:32][cH:33][cH:34]1.[CH:16]([Cl:17])([Cl:18])[Cl:19].[Cl-:20].[Cl:1][c:2]1[n:3][cH:4][n:5][c:6]([O:8][CH2:9][C:10](=[CH2:11])[CH3:12])[cH:7]1.[Na+:14].[OH-:13].[OH2:15]>>[Cl:1][c:2]1[n:3][cH:4][n:5][c:6]([O:8][CH2:9][C:10]2([CH3:12])[CH2:11][C:16]2([Cl:17])[Cl:19])[cH:7]1. The product is COc1cccc(C=NO)c1. Reaction SMILES: [CH3:6][O:7][c:8]1[cH:9][c:10]([CH:11]=[O:12])[cH:13][cH:14][cH:15]1.[ClH:1].[NH2:2][OH:3].[Na+:5].[OH-:4].[OH2:16]>>[N:2]([OH:3])=[CH:11][c:10]1[cH:9][c:8]([O:7][CH3:6])[cH:15][cH:14][cH:13]1. Reactants: COc1cccc(C=O)c1, Cl, NO, [Na+], [OH-], O.